This data is from the Open Reaction Database (ORD), a public repository of structured organic reaction records. The task is: describe an organic reaction: reactants, conditions, products, and yield Starting materials: C(#N)C=1C=CN2C=CC(=CC12)C(=O)O (1-cyanoindolizine-7-carboxylic acid), CC(CC(=O)Cl)C (3-methylbutyrylchloride), CN1CCOCC1 (4-methylmorpholine). The solvent is O1CCCC1 (tetrahydrofuran). Conditions: time 1 hour. Product: OCC=1C=CN2C=CC(=C2C1)C#N (7-Hydroxymethylindolizine-1-carbonitrile). Yield: 27.0%. As a reaction SMILES: [C:1]([C:3]1[CH:4]=[CH:5][N:6]2[C:11]=1[CH:10]=[C:9]([C:12](O)=[O:13])[CH:8]=[CH:7]2)#[N:2].CC(C)CC(Cl)=O.CN1CCOCC1>O1CCCC1>[OH:13][CH2:12][C:9]1[CH:8]=[CH:7][N:6]2[C:11]([CH:10]=1)=[C:3]([C:1]#[N:2])[CH:4]=[CH:5]2. Procedure: To a solution of 1-cyanoindolizine-7-carboxylic acid (0.20 g) in tetrahydrofuran (4.0 mL) were added 3-methylbutyrylchloride (0.16 g) and 4-methylmorpholine (0.13 g) under ice-cooling, and the mixture was stirred at room temperature for 1 hour. The insoluble material was removed from the reaction mixture by filtration. To the filtrate was added ethanol (4.0 mL) and sodium borohydride (0.20 g) was added under ice-cooling, and the mixture was stirred at room temperature overnight. To the reaction ... Reactants: BrC1=NN(C(=C1)C(=O)O)C1=NC=CC=C1Cl (3-bromo-1-(3-chloro-2-pyridinyl)-1H-pyrazole-5-carboxylic acid), C(C)#N (acetonitrile), NC1=C(C(=O)O)C=C(C=C1C)Cl (2-amino-5-chloro-3-methylbenzoic acid), CS(=O)(=O)Cl (methanesulfonyl chloride), CS(=O)(=O)Cl (methanesulfonyl chloride). The solvent is C(C)N(CC)CC (triethylamine), C(C)N(CC)CC (triethylamine). Reaction conditions: time 15 minute. Product: BrC1=NN(C(=C1)C1=NC2=C(C(O1)=O)C=C(C=C2C)Cl)C2=NC=CC=C2Cl (2-[3-bromo-1-(3-chloro-2-pyridinyl)-1H-pyrazol-5-yl]-6-chloro-8-methyl-4H-3,1-benzoxazine-4-one). Isolated yield 14.9%. Reaction SMILES: [Br:1][C:2]1[CH:6]=[C:5]([C:7]([OH:9])=O)[N:4]([C:10]2[C:15]([Cl:16])=[CH:14][CH:13]=[CH:12][N:11]=2)[N:3]=1.C(#N)C.CS(Cl)(=O)=O.[NH2:25][C:26]1[C:34]([CH3:35])=[CH:33][C:32]([Cl:36])=[CH:31][C:27]=1[C:28](O)=[O:29]>C(N(CC)CC)C>[Br:1][C:2]1[CH:6]=[C:5]([C:7]2[O:9][C:28](=[O:29])[C:27]3[CH:31]=[C:32]([Cl:36])[CH:33]=[C:34]([CH3:35])[C:26]=3[N:25]=2)[N:4]([C:10]2[C:15]([Cl:16])=[CH:14][CH:13]=[CH:12][N:11]=2)[N:3]=1. Reported procedure: To a mixture of 0.44 g of 3-bromo-1-(3-chloro-2-pyridinyl)-1H-pyrazole-5-carboxylic acid, 6 ml of acetonitrile and 0.20 g of triethylamine was added 0.125 ml of methanesulfonyl chloride. After the resulting mixture was stirred at room temperature for 15 minutes, 0.27 g of 2-amino-5-chloro-3-methylbenzoic acid was added and the mixture was stirred at room temperature for 20 minutes. To the mixture, 0.40 ml of triethylamine was added. After the mixture was stirred at room temperature for 20 minute... The reactants are OCCCOCc1ccccc1, CC(C)(C)OC(=O)N1CCC(c2cnc(S(C)(=O)=O)nc2)C(OCc2ccc3ccccc3c2)C1, C1CCOC1. Yields the product CC(C)(C)OC(=O)N1CCC(c2cnc(OCCCOCc3ccccc3)nc2)C(OCc2ccc3ccccc3c2)C1. Reaction SMILES: [CH2:1]([c:2]1[cH:3][cH:4][cH:5][cH:6][cH:7]1)[O:8][CH2:9][CH2:10][CH2:11][OH:12].[CH3:13][S:14](=[O:15])(=[O:16])[c:17]1[n:18][cH:19][c:20]([CH:23]2[CH:24]([O:36][CH2:37][c:38]3[cH:39][c:40]4[cH:41][cH:42][cH:43][cH:44][c:45]4[cH:46][cH:47]3)[CH2:25][N:26]([C:29](=[O:30])[O:31][C:32]([CH3:33])([CH3:34])[CH3:35])[CH2:27][CH2:28]2)[cH:21][n:22]1.[O:48]1[CH2:49][CH2:50][CH2:51][CH2:52]1>>[CH2:1]([c:2]1[cH:3][cH:4][cH:5][cH:6][cH:7]1)[O:8][CH2:9][CH2:10][CH2:11][O:12][c:17]1[n:18][cH:19][c:20]([CH:23]2[CH:24]([O:36][CH2:37][c:38]3[cH:39][c:40]4[cH:41][cH:42][cH:43][cH:44][c:45]4[cH:46][cH:47]3)[CH2:25][N:26]([C:29](=[O:30])[O:31][C:32]([CH3:33])([CH3:34])[CH3:35])[CH2:27][CH2:28]2)[cH:21][n:22]1. Product: CC1(C)SC2C(NC(=O)Cc3ccccc3)C(=O)N2C1c1nnnn1Cc1ccc(OCc2ccccc2)cc1. Reactants: ClC(Cl)Cl, CC1(C)SC2C(N)C(=O)N2C1c1nnnn1Cc1ccc(OCc2ccccc2)cc1, O=C(Cl)Cc1ccccc1, c1ccncc1. Reaction SMILES: [CH:48]([Cl:49])([Cl:50])[Cl:51].[NH2:1][CH:2]1[CH:3]2[N:4]([CH:5]([c:10]3[n:11][n:12][n:13][n:14]3[CH2:15][c:16]3[cH:17][cH:18][c:19]([O:22][CH2:23][c:24]4[cH:25][cH:26][cH:27][cH:28][cH:29]4)[cH:20][cH:21]3)[C:6]([CH3:8])([CH3:9])[S:7]2)[C:30]1=[O:31].[c:38]1([CH2:44][C:45](=[O:46])[Cl:47])[cH:39][cH:40][cH:41][cH:42][cH:43]1.[cH:32]1[cH:33][cH:34][n:35][cH:36][cH:37]1>>[NH:1]([CH:2]1[CH:3]2[N:4]([CH:5]([c:10]3[n:11][n:12][n:13][n:14]3[CH2:15][c:16]3[cH:17][cH:18][c:19]([O:22][CH2:23][c:24]4[cH:25][cH:26][cH:27][cH:28][cH:29]4)[cH:20][cH:21]3)[C:6]([CH3:8])([CH3:9])[S:7]2)[C:30]1=[O:31])[C:45]([CH2:44][c:38]1[cH:39][cH:40][cH:41][cH:42][cH:43]1)=[O:46]. The reactants are C1CCOC1, [Li]CCCC, CI, Fc1cccc(OC2CCCCO2)c1. The product is Cc1c(F)cccc1OC1CCCCO1. As a reaction SMILES: [CH2:22]1[O:23][CH2:24][CH2:25][CH2:26]1.[CH3:15][CH2:16][CH2:17][CH2:18][Li:19].[CH3:20][I:21].[F:1][c:2]1[cH:3][c:4]([O:5][CH:6]2[O:7][CH2:8][CH2:9][CH2:10][CH2:11]2)[cH:12][cH:13][cH:14]1>>[F:1][c:2]1[c:3]([CH3:15])[c:4]([O:5][CH:6]2[O:7][CH2:8][CH2:9][CH2:10][CH2:11]2)[cH:12][cH:13][cH:14]1. Reactants: C(C)C1=NC=2C(=NC(=CC2C)C)N1C1=CC=C(C=C1)CCNC(=O)NS(=O)(=O)C1=CC=C(C=C1)C (2-ETHYL-5,7-DIMETHYL-3-(4-{2-[({[(4-METHYLPHENYL)SULFONYL]AMINO}CARBONYL)AMINO]ETHYL}PHENYL)-3H-IMIDAZO[4,5-b]PYRIDINE), ClC1=C(C=CC=C1)S(=O)(=O)N=C=O (2-chlorobenzenesulfonyl isocyanate). The product is ClC1=C(C=CC=C1)S(=O)(=O)NC(=O)NCCC1=CC=C(C=C1)N1C(=NC=2C1=NC(=CC2C)C)CC (3-(4-{2-[({[(2-CHLOROPHENYL)SULFONYL]AMINO}CARBONYL)AMINO]ETHYL}PHENYL)-2-ETHYL-5,7-DIMETHYL-3H-IMIDAZO[4,5-b]PYRIDINE). RXN SMILES: [CH2:1]([C:3]1[N:13]([C:14]2[CH:19]=[CH:18][C:17]([CH2:20][CH2:21][NH:22][C:23]([NH:25][S:26]([C:29]3[CH:34]=[CH:33][C:32](C)=[CH:31][CH:30]=3)(=[O:28])=[O:27])=[O:24])=[CH:16][CH:15]=2)[C:6]2=[N:7][C:8]([CH3:12])=[CH:9][C:10]([CH3:11])=[C:5]2[N:4]=1)[CH3:2].[Cl:36]C1C=CC=CC=1S(N=C=O)(=O)=O>>[Cl:36][C:30]1[CH:31]=[CH:32][CH:33]=[CH:34][C:29]=1[S:26]([NH:25][C:23]([NH:22][CH2:21][CH2:20][C:17]1[CH:18]=[CH:19][C:14]([N:13]2[C:6]3=[N:7][C:8]([CH3:12])=[CH:9][C:10]([CH3:11])=[C:5]3[N:4]=[C:3]2[CH2:1][CH3:2])=[CH:15][CH:16]=1)=[O:24])(=[O:28])=[O:27]. Procedure details: The title compound was prepared according to the procedure described in step 10 of Example 1 from 2-[4-(2-ethyl-5,7-dimethyl-3H-imidazo[4,5-b]pyridin-3-yl)phenyl]ethylamine (step 9 of Example 1) and 2-chlorobenzenesulfonyl isocyanate. The reactants are C(C)(C)(C)OC(NCCBr)=O ((2-bromo-ethyl)-carbamic acid tert-butyl ester), ClC=1C=CC(=C(C=O)C1)O (5-chloro-2-hydroxy-benzaldehyde), C(=O)([O-])[O-].[K+].[K+] (K2CO3). The product is C(C)(C)(C)OC(NCCOC1=C(C=C(C=C1)Cl)C=O)=O ([2-(4-chloro-2-formyl-phenoxy)-ethyl]-carbamic acid tert-butyl ester). The yield is 71.2%. As a reaction SMILES: [C:1]([O:5][C:6](=[O:11])[NH:7][CH2:8][CH2:9]Br)([CH3:4])([CH3:3])[CH3:2].[Cl:12][C:13]1[CH:14]=[CH:15][C:16]([OH:21])=[C:17]([CH:20]=1)[CH:18]=[O:19].C([O-])([O-])=O.[K+].[K+]>>[C:1]([O:5][C:6](=[O:11])[NH:7][CH2:8][CH2:9][O:21][C:16]1[CH:15]=[CH:14][C:13]([Cl:12])=[CH:20][C:17]=1[CH:18]=[O:19])([CH3:4])([CH3:3])[CH3:2] |f:2.3.4|. Reported procedure: In a manner similar to the method described in Example 1a, (2-bromo-ethyl)-carbamic acid tert-butyl ester (10 g, 44.8 mmol) was reacted with 5-chloro-2-hydroxy-benzaldehyde (7 g, 44.8 mmol), K2CO3 (18.6 g, 134 mmol) and KI (1.48 g, 8.96 mmol) to give title compound as a oil (9.56 g) Reactants: C(CCC)C=1N(C(NN1)=S)CC1=CC=C(C=C1)O (5-Butyl-2,4-dihydro-4-(4-hydroxybenzyl)-3H-1,2,4-triazole-3-thione), COC1=CC=C(CCl)C=C1 (4-methoxybenzyl chloride). The yield is 70.0%. Yields the product C(CCC)C1=NN=C(N1CC1=CC=C(C=C1)O)SCC1=CC=C(C=C1)OC (3-Butyl-4-(4-hydroxybenzyl)-5-(4-methoxybenzylthio)-4H-1,2,4-triazole). Reported procedure: Reaction of 5-butyl-2,4-dihydro-4-(4-hydroxybenzyl)-3H-1,2,4-triazole-3-thione (from Example 1, Step D) with 4-methoxybenzyl chloride according to the procedure of Example 5, Step A, gave a 70% yield of the title compound as a solid, mp 130°-131° C.; homogeneous by TLC in 95:5 CH2Cl2 -MeOH. Reaction SMILES: [CH2:1]([C:5]1[N:6]([CH2:11][C:12]2[CH:17]=[CH:16][C:15]([OH:18])=[CH:14][CH:13]=2)[C:7](=[S:10])[NH:8][N:9]=1)[CH2:2][CH2:3][CH3:4].[CH3:19][O:20][C:21]1[CH:28]=[CH:27][C:24]([CH2:25]Cl)=[CH:23][CH:22]=1>>[CH2:1]([C:5]1[N:6]([CH2:11][C:12]2[CH:13]=[CH:14][C:15]([OH:18])=[CH:16][CH:17]=2)[C:7]([S:10][CH2:25][C:24]2[CH:27]=[CH:28][C:21]([O:20][CH3:19])=[CH:22][CH:23]=2)=[N:8][N:9]=1)[CH2:2][CH2:3][CH3:4].